From a dataset of the Open Reaction Database (ORD), a public repository of structured organic reaction records. describe an organic reaction: reactants, conditions, products, and yield The reactants are C([O-])(O)=O.[Na+] (sodium bicarbonate), C([O-])(O)=O.[Na+] (sodium bicarbonate), S(=O)(Cl)Cl (thionyl chloride), [OH-].[NH4+] (ammonium hydroxide), C(C)OC1=NC=C(C=C1)NC=1NC(C=2NC=NC2N1)=O (N2-(2-Ethoxypyridin-5-yl)guanine). Solvent: O (water), CN(C=O)C (N,N-dimethylformamide), CN(C=O)C (N,N-dimethylformamide). Reaction conditions: temperature 0 celsius, time 3 day. Yields the product C(C)OC1=NC=C(C=C1)NC1=NC(=C2NC=NC2=N1)Cl (2-[(2-Ethoxypyrid-5-yl)amino]-6-chloropurine). The yield is 69.7%. As a reaction SMILES: [CH2:1]([O:3][C:4]1[CH:9]=[CH:8][C:7]([NH:10][C:11]2[NH:12][C:13](=O)[C:14]3[NH:15][CH:16]=[N:17][C:18]=3[N:19]=2)=[CH:6][N:5]=1)[CH3:2].S(Cl)([Cl:23])=O.C(=O)(O)[O-].[Na+].[OH-].[NH4+]>O.CN(C)C=O>[CH2:1]([O:3][C:4]1[CH:9]=[CH:8][C:7]([NH:10][C:11]2[N:19]=[C:18]3[C:14]([NH:15][CH:16]=[N:17]3)=[C:13]([Cl:23])[N:12]=2)=[CH:6][N:5]=1)[CH3:2] |f:2.3,4.5|. Reported procedure: A mixture of N2-(2-Ethoxypyridin-5-yl)guanine (6.35 g; 23.3 mmol) and N,N-dimethylformamide (70 mL) is cooled to 0° C. and treated dropwise with thionyl chloride (5.6 mL; 76.8 mmol). An additional 15 ml of N,N-dimethylformamide is added and the mixture is heated at 50° C. for 1 h. The reaction mixture is cooled to room temperature and poured slowly into a solution of sodium bicarbonate (8 g) in water (80 mL). The pH is adjusted to 6 with saturated aqueous sodium bicarbonate solution and the mixt... RXN SMILES: [CH3:21][c:22]1[cH:23][cH:24][cH:25][cH:26][cH:27]1.[Cl:11][c:12]1[c:13]([NH2:14])[cH:15][cH:16][cH:17][cH:18]1.[Cl:1][c:2]1[n:3][c:4]([Cl:5])[n:6][c:7]([Cl:8])[n:9]1.[Na+:20].[OH-:19].[OH2:10]>>[c:2]1([NH:14][c:13]2[c:12]([Cl:11])[cH:18][cH:17][cH:16][cH:15]2)[n:3][c:4]([Cl:5])[n:6][c:7]([Cl:8])[n:9]1. Reactants: Cc1ccccc1, Nc1ccccc1Cl, Clc1nc(Cl)nc(Cl)n1, [Na+], [OH-], O. Product: Clc1nc(Cl)nc(Nc2ccccc2Cl)n1. The reactants are CCO, CCOC(=O)CCN(C)C(=O)c1ccc(NC(c2oc3ccc(OCc4ccc(Cl)nc4)cc3c2C)C2CCCCC2)cc1, [Na+], [OH-]. The product is Cc1c(C(Nc2ccc(C(=O)N(C)CCC(=O)O)cc2)C2CCCCC2)oc2ccc(OCc3ccc(Cl)nc3)cc12. Reaction SMILES: [CH3:47][CH2:48][OH:49].[Cl:1][c:2]1[cH:3][cH:4][c:5]([CH2:8][O:9][c:10]2[cH:11][cH:12][c:13]3[c:14]([c:15]([CH3:43])[c:16]([CH:18]([CH:19]4[CH2:20][CH2:21][CH2:22][CH2:23][CH2:24]4)[NH:25][c:26]4[cH:27][cH:28][c:29]([C:32](=[O:33])[N:34]([CH2:35][CH2:36][C:37](=[O:38])[O:39][CH2:40][CH3:41])[CH3:42])[cH:30][cH:31]4)[o:17]3)[cH:44]2)[cH:6][n:7]1.[Na+:46].[OH-:45]>>[Cl:1][c:2]1[cH:3][cH:4][c:5]([CH2:8][O:9][c:10]2[cH:11][cH:12][c:13]3[c:14]([c:15]([CH3:43])[c:16]([CH:18]([CH:19]4[CH2:20][CH2:21][CH2:22][CH2:23][CH2:24]4)[NH:25][c:26]4[cH:27][cH:28][c:29]([C:32](=[O:33])[N:34]([CH2:35][CH2:36][C:37](=[O:38])[OH:39])[CH3:42])[cH:30][cH:31]4)[o:17]3)[cH:44]2)[cH:6][n:7]1. Starting materials: [Cl-], Cl, Nc1ccccc1, O, Nc1cn[n+](-c2ccccc2)c(Cl)c1Cl. Product: [Cl-], Nc1cn[n+](-c2ccccc2)c(Nc2ccccc2)c1Cl. As a reaction SMILES: [Cl-:1].[ClH:24].[NH2:17][c:18]1[cH:19][cH:20][cH:21][cH:22][cH:23]1.[OH2:25].[c:2]1(-[n+:8]2[n:9][cH:10][c:11]([NH2:16])[c:12]([Cl:15])[c:13]2[Cl:14])[cH:3][cH:4][cH:5][cH:6][cH:7]1>>[Cl-:14].[c:2]1(-[n+:8]2[n:9][cH:10][c:11]([NH2:16])[c:12]([Cl:15])[c:13]2[NH:17][c:18]2[cH:19][cH:20][cH:21][cH:22][cH:23]2)[cH:3][cH:4][cH:5][cH:6][cH:7]1. Starting materials: O=C(Cl)c1ccccc1, Cc1csc(-c2c[nH]c(=O)[nH]c2=O)n1, CCOC(C)=O, O, c1ccncc1. Yields the product Cc1csc(-c2c[nH]c(=O)n(C(=O)c3ccccc3)c2=O)n1. Reaction SMILES: [C:15]([c:16]1[cH:17][cH:18][cH:19][cH:20][cH:21]1)(=[O:22])[Cl:23].[CH3:1][c:2]1[n:3][c:4](-[c:7]2[c:8](=[O:14])[nH:9][c:10](=[O:13])[nH:11][cH:12]2)[s:5][cH:6]1.[CH3:31][CH2:32][O:33][C:34]([CH3:35])=[O:36].[OH2:24].[cH:25]1[cH:26][cH:27][n:28][cH:29][cH:30]1>>[CH3:1][c:2]1[n:3][c:4](-[c:7]2[c:8](=[O:14])[n:9]([C:15]([c:16]3[cH:17][cH:18][cH:19][cH:20][cH:21]3)=[O:22])[c:10](=[O:13])[nH:11][cH:12]2)[s:5][cH:6]1. The reactants are C(C1=CC=CC=C1)OC(=O)N[C@@H](CC(=O)NCCCNC(=O)OCC1=CC=CC=C1)CCCNC(=O)OCC1=CC=CC=C1 ((R)-3,6-bis(benzyloxycarbonylamino)-N-(3-benzyloxycarbonylaminopropyl)hexanamide), [H][H] (Hydrogen). The reagents and catalysts are [C].[Pd] (palladium-carbon). Run in O (water), O (water), CO (methanol). Yields the product N[C@@H](CC(=O)NCCCN)CCCN ((R)-3,6-diamino-N-(3-aminopropyl)hexanamide). The yield is 100.1%. As a reaction SMILES: C(OC([NH:11][C@H:12]([CH2:31][CH2:32][CH2:33][NH:34]C(OCC1C=CC=CC=1)=O)[CH2:13][C:14]([NH:16][CH2:17][CH2:18][CH2:19][NH:20]C(OCC1C=CC=CC=1)=O)=[O:15])=O)C1C=CC=CC=1.[H][H]>CO.O.[C].[Pd]>[NH2:11][C@H:12]([CH2:31][CH2:32][CH2:33][NH2:34])[CH2:13][C:14]([NH:16][CH2:17][CH2:18][CH2:19][NH2:20])=[O:15] |f:4.5|. Reported procedure: In 18 ml of methanol were suspended 144 mg (0.238 mmol) of (R)-3,6-bis(benzyloxycarbonylamino)-N-(3-benzyloxycarbonylaminopropyl)hexanamide. To the resulting suspension was added a suspension of 81.0 mg of 10% palladium-carbon in 2 ml of water, followed by stirring. Hydrogen gas was passed through the resulting mixture at room temperature for 3 hours to effect the hydrogenolysis reaction. The palladium-carbon was filtered off from the reaction mixture obtained, and the filtrate was then concentr... The reactants are Cl, [Na+], [OH-], O=C(O)C(=O)CC(O)(Cc1c[nH]c2ccccc12)C(=O)O, NO, O=C(O)C(=O)Cc1c[nH]c2ccccc12. Product: O=C(O)C(CC(O)(Cc1c[nH]c2ccccc12)C(=O)O)=NO. As a reaction SMILES: [ClH:41].[Na+:40].[OH-:39].[OH:1][C:2]([CH2:3][C:4]([C:5](=[O:6])[OH:7])=[O:8])([C:9](=[O:10])[OH:11])[CH2:12][c:13]1[cH:14][nH:15][c:16]2[cH:17][cH:18][cH:19][cH:20][c:21]12.[OH:37][NH2:38].[nH:22]1[c:23]2[c:24]([cH:25][cH:26][cH:27][cH:28]2)[c:29]([CH2:30][C:31](=[O:32])[C:33]([OH:34])=[O:35])[cH:36]1>>[OH:1][C:2]([CH2:3][C:4]([C:5](=[O:6])[OH:7])=[N:38][OH:37])([C:9](=[O:10])[OH:11])[CH2:12][c:13]1[cH:14][nH:15][c:16]2[cH:17][cH:18][cH:19][cH:20][c:21]12. Reactants: BrCC1=CC2=CC=CC=C2C=C1 (2-bromomethyl-naphthalene), COC(=O)C1=CC=C(C=C1)C1C(CN(CC1COC(C1=CC=CC=C1)(C1=CC=CC=C1)C1=CC=CC=C1)C(=O)OC(C)(C)C)OCC1=CC2=CC=CC=C2C=C1 (tert-butyl (3RS,4RS,5SR)-4-(4-methoxycarbonyl-phenyl)-3-(naphthalen-2-ylmethoxy)-5-trityloxymethyl-piperidine-1-carboxylate), [BH4-].[Li+] (lithium borohydride). Product: OCC1=CC=C(C=C1)C1C(CN(CC1COC(C1=CC=CC=C1)(C1=CC=CC=C1)C1=CC=CC=C1)C(=O)OC(C)(C)C)OCC1=CC2=CC=CC=C2C=C1 (tert-butyl (3RS,4RS,5SR)-4-(4-hydroxymethyl-phenyl)-3-(naphthalen-2-ylmethoxy)-5-trityloxymethyl-piperidine-1-carboxylate). Reaction SMILES: BrCC1C=CC2C(=CC=CC=2)C=1.C[O:14][C:15]([C:17]1[CH:22]=[CH:21][C:20]([CH:23]2[CH:28]([CH2:29][O:30][C:31]([C:44]3[CH:49]=[CH:48][CH:47]=[CH:46][CH:45]=3)([C:38]3[CH:43]=[CH:42][CH:41]=[CH:40][CH:39]=3)[C:32]3[CH:37]=[CH:36][CH:35]=[CH:34][CH:33]=3)[CH2:27][N:26]([C:50]([O:52][C:53]([CH3:56])([CH3:55])[CH3:54])=[O:51])[CH2:25][CH:24]2[O:57][CH2:58][C:59]2[CH:68]=[CH:67][C:66]3[C:61](=[CH:62][CH:63]=[CH:64][CH:65]=3)[CH:60]=2)=[CH:19][CH:18]=1)=O.[BH4-].[Li+]>>[OH:14][CH2:15][C:17]1[CH:22]=[CH:21][C:20]([CH:23]2[CH:28]([CH2:29][O:30][C:31]([C:38]3[CH:43]=[CH:42][CH:41]=[CH:40][CH:39]=3)([C:32]3[CH:37]=[CH:36][CH:35]=[CH:34][CH:33]=3)[C:44]3[CH:45]=[CH:46][CH:47]=[CH:48][CH:49]=3)[CH2:27][N:26]([C:50]([O:52][C:53]([CH3:56])([CH3:54])[CH3:55])=[O:51])[CH2:25][CH:24]2[O:57][CH2:58][C:59]2[CH:68]=[CH:67][C:66]3[C:61](=[CH:62][CH:63]=[CH:64][CH:65]=3)[CH:60]=2)=[CH:19][CH:18]=1 |f:2.3|. Procedure details: In an analogous manner to that described in Example 22 (d), from tert-butyl (3RS,4RS,5SR)-1-benzyl-4-(4-bromo-phenyl)-5-hydroxymethyl-piperidin-3-ol [Example 68 (e)] by a palladium catalyzed carbonylation with carbon monoxide in methanol there was obtained methyl (3RS,4RS,5SR)-4-(1-benzyl-3-hydroxy-5-hydroxymethyl-piperidin-4-yl)-benzoate, hydrogenolysis of which in the presence of 5% palladium-charcoal at atmospheric pressure in methanol analogously to Example 2 (e) gave methyl 4-(3-hydroxy-5-h... Product: NC1=C(N=C(S1)C1=NC=CC=C1)C(=O)NC=1C=NN(C1N1CC[C@@H]([C@@H](CC1)F)N)C (5-amino-N-(5-((4S,5R)-4-amino-5-fluoroazepan-1-yl)-1-methyl-1H-pyrazol-4-yl)-2-(pyridin-2-yl)thiazole-4-carboxamide). Reported procedure: Following the procedure for Example 107 starting from N-(1-(4-amino-1-methyl-1H-pyrazol-5-yl)-5-fluoroazepan-4-yl)-2,2,2-trifluoroacetamide and 5-(tert-butoxycarbonylamino)-2-(pyridin-2-yl)thiazole-4-carboxylic acid gave 387 as an off-white solid (106 mg, 68% over two steps). 1H NMR (400 MHz, CDCl3) δ 8.65 (s, 1H), 8.54 (d, J=4.6 Hz, 1H), 8.04 (d, J=7.9 Hz, 1H), 7.81 (s, 1H), 7.76 (t, J=7.9 Hz, 1H), 7.29-7.20 (m, 1H), 6.27 (s, 2H), 4.90 (d, J=47.2 Hz, 1H), 3.73 (s, 3H), 3.58-3.33 (m, 3H), 3.23-3... RXN SMILES: [NH2:1][C:2]1[CH:3]=[N:4][N:5]([CH3:22])[C:6]=1[N:7]1[CH2:13][CH2:12][CH:11]([F:14])[CH:10]([NH:15]C(=O)C(F)(F)F)[CH2:9][CH2:8]1.C(OC([NH:30][C:31]1[S:35][C:34]([C:36]2[CH:41]=[CH:40][CH:39]=[CH:38][N:37]=2)=[N:33][C:32]=1[C:42](O)=[O:43])=O)(C)(C)C>>[NH2:30][C:31]1[S:35][C:34]([C:36]2[CH:41]=[CH:40][CH:39]=[CH:38][N:37]=2)=[N:33][C:32]=1[C:42]([NH:1][C:2]1[CH:3]=[N:4][N:5]([CH3:22])[C:6]=1[N:7]1[CH2:13][CH2:12][C@@H:11]([F:14])[C@@H:10]([NH2:15])[CH2:9][CH2:8]1)=[O:43]. The reactants are NC=1C=NN(C1N1CCC(C(CC1)F)NC(C(F)(F)F)=O)C (N-(1-(4-amino-1-methyl-1H-pyrazol-5-yl)-5-fluoroazepan-4-yl)-2,2,2-trifluoroacetamide), C(C)(C)(C)OC(=O)NC1=C(N=C(S1)C1=NC=CC=C1)C(=O)O (5-(tert-butoxycarbonylamino)-2-(pyridin-2-yl)thiazole-4-carboxylic acid). Isolated yield 68.0%.